This data is from the Open Reaction Database (ORD), a public repository of structured organic reaction records. The task is: describe an organic reaction: reactants, conditions, products, and yield Reactants: N#Cc1ccnc(C#N)c1, Cc1ccccc1, CCOC(C)=O, O=S(=O)([O-])C(F)(F)F, O=S(=O)([O-])C(F)(F)F, O=S(=O)([O-])C(F)(F)F, CC(N)C(N)(c1ccc(F)cc1)c1ccc(F)nc1, [Yb+3]. Product: CC1NC(c2cc(C#N)ccn2)=NC1(c1ccc(F)cc1)c1ccc(F)nc1. Reaction SMILES: [C:1](#[N:2])[c:3]1[n:4][cH:5][cH:6][c:7]([C:9]#[N:10])[cH:8]1.[CH3:55][c:56]1[cH:57][cH:58][cH:59][cH:60][cH:61]1.[CH3:62][CH2:63][O:64][C:65](=[O:66])[CH3:67].[F:11][C:12]([F:13])([F:14])[S:15]([O-:16])(=[O:17])=[O:18].[F:20][C:21]([F:22])([F:23])[S:24]([O-:25])(=[O:26])=[O:27].[F:28][C:29]([F:30])([F:31])[S:32]([O-:33])(=[O:34])=[O:35].[F:36][c:37]1[cH:38][cH:39][c:40]([C:43]([CH:44]([CH3:45])[NH2:46])([NH2:47])[c:48]2[cH:49][n:50][c:51]([F:54])[cH:52][cH:53]2)[cH:41][cH:42]1.[Yb+3:19]>>[C:1]1([c:3]2[n:4][cH:5][cH:6][c:7]([C:9]#[N:10])[cH:8]2)=[N:2][C:43]([c:40]2[cH:39][cH:38][c:37]([F:36])[cH:42][cH:41]2)([c:48]2[cH:49][n:50][c:51]([F:54])[cH:52][cH:53]2)[CH:44]([CH3:45])[NH:46]1. The reactants are C(CCC)[Li] (n-butyl lithium), C(C)(C)NC(C)C (diisopropylamine), P(=O)(OCC)(OCC)Cl (diethyl chlorophosphate), CC1(CCSC2=CC=C(C=C12)C(C)=O)C (4,4-dimethyl-6-acetyl-thiochroman), CC1(CCSC2=CC=C(C=C12)C(C)=O)C (4,4-dimethyl-6-acetyl-thiochroman), C(CCC)[Li] (n-butyllithium), C(C)(C)NC(C)C (diisopropylamine), C(C)(C)[N-]C(C)C.[Li+] (lithium diisopropylamide). Run in CCCCCC (hexane), O1CCCC1 (tetrahydrofuran), O1CCCC1 (tetrahydrofuran), O1CCCC1 (tetrahydrofuran). Reaction conditions: temperature -78 celsius, time 1 hour. The product is CC1(CCSC2=CC=C(C=C12)C#C)C (4,4-Dimethyl-6-ethynylthiochroman). RXN SMILES: C(NC(C)C)(C)C.C([Li])CCC.[CH3:13][C:14]1([CH3:27])[C:23]2[C:18](=[CH:19][CH:20]=[C:21]([C:24](=O)[CH3:25])[CH:22]=2)[S:17][CH2:16][CH2:15]1.P(Cl)(OCC)(OCC)=O.C([N-]C(C)C)(C)C.[Li+]>O1CCCC1.CCCCCC>[CH3:13][C:14]1([CH3:27])[C:23]2[C:18](=[CH:19][CH:20]=[C:21]([C:24]#[CH:25])[CH:22]=2)[S:17][CH2:16][CH2:15]1 |f:4.5|. Reported procedure: To a solution of 1.441 g (14.2405 mmol) of diisopropylamine in 30 ml dry tetrahydrofuran under argon at -78 degrees C. was added dropwise 9 ml of 1.6 M (14.4 mmol) n-butyl lithium in hexane. After stirring this solution at -78 degrees C. for 1 hour, it was treated dropwise with a solution of 2.95 g (13.389 mmol) of 4,4-dimethyl-6-acetyl-thiochroman (Compound 62) in 5 ml of dry tetrahydrofuran. After another hour of stirring at -78 degrees C., the solution was treated with 2.507 g (14.53 mmol) of... Isolated yield 55.0%. The product is ClC1=C(C=CC(=C1)F)C1N=C(NC(=C1C(=O)OCC)C)C=1SC=NN1 (Ethyl 4-(2-chloro-4-fluorophenyl)-6-methyl-2-(1,3,4-thiadiazol-2-yl)-1,4-dihydropyrimidine-5-carboxylate). Reactants: Cl.S1C(=NN=C1)C(N)=N (1,3,4-thiadiazole-2-carboximidamide hydrochloride), ClC1=C(C=O)C=CC(=C1)F (2-chloro-4-fluorobenzaldehyde), O=C(CC(=O)OCC)C (ethyl 3-oxobutanoate). As a reaction SMILES: Cl.[S:2]1[CH:6]=[N:5][N:4]=[C:3]1[C:7](=[NH:9])[NH2:8].[Cl:10][C:11]1[CH:18]=[C:17]([F:19])[CH:16]=[CH:15][C:12]=1[CH:13]=O.O=[C:21]([CH3:28])[CH2:22][C:23]([O:25][CH2:26][CH3:27])=[O:24]>>[Cl:10][C:11]1[CH:18]=[C:17]([F:19])[CH:16]=[CH:15][C:12]=1[CH:13]1[C:22]([C:23]([O:25][CH2:26][CH3:27])=[O:24])=[C:21]([CH3:28])[NH:8][C:7]([C:3]2[S:2][CH:6]=[N:5][N:4]=2)=[N:9]1 |f:0.1|. Procedure details: 1,3,4-thiadiazole-2-carboximidamide hydrochloride (1.43 g, 8.69 mmol) was reacted with 2-chloro-4-fluorobenzaldehyde (1.38 g, 8.69 mmol) and ethyl 3-oxobutanoate (1.36 g, 10.5 mmol) according to the procedure as described in Example 1, Step A to give the title compound as a yellow solid (1.82 g, 55%). The compound was characterized by the following spectroscopic data: The reactants are C(=C)S(=O)(=O)C (methyl vinyl sulfone), COC=1C=C(C=CC1[N+](=O)[O-])C1=CCC(CC1)N1CCNCC1 (1-{4-[3-(methyloxy)-4-nitrophenyl]-3-cyclohexen-1-yl}piperazine). Run in O1CCOCC1 (dioxane). Conditions: temperature 95 celsius, time 3 hour. Product: COC=1C=C(C=CC1[N+](=O)[O-])C1=CCC(CC1)N1CCN(CC1)CCS(=O)(=O)C (1-{4-[3-(methyloxy)-4-nitrophenyl]-3-cyclohexen-1-yl}-4-[2-(methylsulfonyl)-ethyl]piperazine). The yield is 82.5%. As a reaction SMILES: [CH:1]([S:3]([CH3:6])(=[O:5])=[O:4])=[CH2:2].[CH3:7][O:8][C:9]1[CH:10]=[C:11]([C:18]2[CH2:23][CH2:22][CH:21]([N:24]3[CH2:29][CH2:28][NH:27][CH2:26][CH2:25]3)[CH2:20][CH:19]=2)[CH:12]=[CH:13][C:14]=1[N+:15]([O-:17])=[O:16]>O1CCOCC1>[CH3:7][O:8][C:9]1[CH:10]=[C:11]([C:18]2[CH2:23][CH2:22][CH:21]([N:24]3[CH2:29][CH2:28][N:27]([CH2:2][CH2:1][S:3]([CH3:6])(=[O:5])=[O:4])[CH2:26][CH2:25]3)[CH2:20][CH:19]=2)[CH:12]=[CH:13][C:14]=1[N+:15]([O-:17])=[O:16]. Reported procedure: A solution of methyl vinyl sulfone (201 mg, 1.89 mmol) and 1-{4-[3-(methyloxy)-4-nitrophenyl]-3-cyclohexen-1-yl}piperazine (200 mg, 0.63 mmol) was stirred in dioxane (6 mL) under N2. The reaction was then heated to 95° C. and stirred for approximately 3 h. The reaction was then cooled to rt and concentrated under vacuum. The residue was taken up in DCM and aqueous (saturated) NaHCO3. The aqueous layer was extracted with DCM (2×). The combined organic layers were dried over MgSO4, filtered, then ... The reactants are CN(C1CCC=2NC3=CC=CC=C3C2C1)C (3-(dimethylamino)-1,2,3,4-tetrahydrocarbazole), Cl (hydrogen chloride), C(C=C)(=O)OCC (ethyl acrylate), [OH-].C(C1=CC=CC=C1)[N+](C)(C)C (benzyltrimethylammonium hydroxide). The solvent is C1=CC=CC=C1 (benzene), CO (methyl alcohol), C(C)O (ethyl alcohol), C(C)O (ethyl alcohol). The product is CN(C1CCC=2N(C3=CC=CC=C3C2C1)CCC(=O)OCC)C (Ethyl 3-(dimethylamino)-1,2,3,4-tetrahydrocarbazole-9-propionate). As a reaction SMILES: [CH3:1][N:2]([CH3:16])[CH:3]1[CH2:15][C:14]2[C:13]3[C:8](=[CH:9][CH:10]=[CH:11][CH:12]=3)[NH:7][C:6]=2[CH2:5][CH2:4]1.[C:17]([O:21][CH2:22][CH3:23])(=[O:20])[CH:18]=[CH2:19].[OH-].C([N+](C)(C)C)C1C=CC=CC=1.Cl>CO.C(O)C.C1C=CC=CC=1>[CH3:1][N:2]([CH3:16])[CH:3]1[CH2:15][C:14]2[C:13]3[C:8](=[CH:9][CH:10]=[CH:11][CH:12]=3)[N:7]([CH2:19][CH2:18][C:17]([O:21][CH2:22][CH3:23])=[O:20])[C:6]=2[CH2:5][CH2:4]1 |f:2.3|. Procedure: Following a procedure similar to that described in Example 256 and using 20 g. of 3-(dimethylamino)-1,2,3,4-tetrahydrocarbazole, 20 g. of ethyl acrylate, 1 ml. of 35% benzyltrimethylammonium hydroxide in methyl alcohol and 150 ml. of benzene and increasing the reflux time to three hours, there was obtained, on the evaporation of the reaction mixture to dryness, an oil, a solution of which in ethyl alcohol was treated with hydrogen chloride in ethyl alcohol. The resulting solids were filtered to ... Starting materials: C(C)(=O)OCCCS(=O)(=O)NC(=O)C1=C(C=C(C=C1)C1=CC=C(C=C1)NCCN(C[C@H](O)C1=CC(=CC=C1)Cl)C(=O)OC(C)(C)C)OCC(C)C (3-[[[[4′-[[2-[(tert-butoxycarbonyl)-[(2R)-2-(3-chlorophenyl)-2-hydroxyethyl]amino]ethyl]amino]-3-isobutoxy-4-biphenylyl]carbonyl]amino]sulfonyl]propyl acetate), [OH-].[Na+] (sodium hydroxide). Solvent: CO (methanol), O1CCCC1 (tetrahydrofuran). Run at time 1 hour. Yields the product Cl.Cl.ClC=1C=C(C=CC1)[C@H](CNCCNC1=CC=C(C=C1)C1=CC(=C(C=C1)C(=O)NS(=O)(=O)CCCO)OCC(C)C)O (4′-[[2-[[(2R)-2-(3-chlorophenyl)-2-hydroxyethyl]amino]ethyl]amino]-N-[(3-hydroxypropyl)sulfonyl]-3-isobutoxy-4-biphenylcarboxamide dihydrochloride). Isolated yield 241.2%. RXN SMILES: C([O:4][CH2:5][CH2:6][CH2:7][S:8]([NH:11][C:12]([C:14]1[CH:19]=[CH:18][C:17]([C:20]2[CH:25]=[CH:24][C:23]([NH:26][CH2:27][CH2:28][N:29](C(OC(C)(C)C)=O)[CH2:30][C@@H:31]([C:33]3[CH:38]=[CH:37][CH:36]=[C:35]([Cl:39])[CH:34]=3)[OH:32])=[CH:22][CH:21]=2)=[CH:16][C:15]=1[O:47][CH2:48][CH:49]([CH3:51])[CH3:50])=[O:13])(=[O:10])=[O:9])(=O)C.[OH-].[Na+]>CO.O1CCCC1>[ClH:39].[ClH:39].[Cl:39][C:35]1[CH:34]=[C:33]([C@@H:31]([OH:32])[CH2:30][NH:29][CH2:28][CH2:27][NH:26][C:23]2[CH:22]=[CH:21][C:20]([C:17]3[CH:18]=[CH:19][C:14]([C:12]([NH:11][S:8]([CH2:7][CH2:6][CH2:5][OH:4])(=[O:10])=[O:9])=[O:13])=[C:15]([O:47][CH2:48][CH:49]([CH3:50])[CH3:51])[CH:16]=3)=[CH:25][CH:24]=2)[CH:38]=[CH:37][CH:36]=1 |f:1.2,5.6.7|. Reported procedure: To a solution of 3-[[[[4′-[[2-[(tert-butoxycarbonyl)-[(2R)-2-(3-chlorophenyl)-2-hydroxyethyl]amino]ethyl]amino]-3-isobutoxy-4-biphenylyl]carbonyl]amino]sulfonyl]propyl acetate (34.0 mg) in methanol (0.340 ml) and tetrahydrofuran (0.170 ml) was added 1N aqueous sodium hydroxide solution (0.228 ml) and the mixture was stirred at room temperature for 1 hour. The reaction mixture was extracted with ethyl acetate, washed with water and brine and dried over magnesium sulfate. The solvent was concentra...